From a dataset of the Open Reaction Database (ORD), a public repository of structured organic reaction records. describe an organic reaction: reactants, conditions, products, and yield Reactants: O=S(=O)(Cl)c1ccccc1OCc1ccccc1, N. Yields the product NS(=O)(=O)c1ccccc1OCc1ccccc1. Reaction SMILES: [CH2:1]([c:2]1[cH:3][cH:4][cH:5][cH:6][cH:7]1)[O:8][c:9]1[c:10]([S:15](=[O:16])(=[O:17])[Cl:18])[cH:11][cH:12][cH:13][cH:14]1.[NH3:19]>>[CH2:1]([c:2]1[cH:3][cH:4][cH:5][cH:6][cH:7]1)[O:8][c:9]1[c:10]([S:15](=[O:16])(=[O:17])[NH2:19])[cH:11][cH:12][cH:13][cH:14]1. Starting materials: C1(=CC=C2C=CC=CC=C12)S(=O)(=O)[O-].[Na+] (Sodium azulenesulfonate), hydroxypropylcellulose-M, C(CCCCCCCCCCCCCCCCC)(=O)O (stearic acid). Reaction conditions: temperature 80 celsius. Yields the product C1(=CC=C2C=CC=CC=C12)S(=O)(=O)O (azulenesulfonic acid). Yield: 0.0%. Reaction SMILES: [C:1]1([S:11]([O-:14])(=[O:13])=[O:12])[C:10]2[C:4]([CH:5]=[CH:6][CH:7]=[CH:8][CH:9]=2)=[CH:3][CH:2]=1.[Na+].C(O)(=O)CCCCCCCCCCCCCCCCC>>[C:1]1([S:11]([OH:14])(=[O:12])=[O:13])[C:10]2[C:4]([CH:5]=[CH:6][CH:7]=[CH:8][CH:9]=2)=[CH:3][CH:2]=1 |f:0.1|. Reported procedure: Sodium azulenesulfonate (12 g), 186 g of hydroxypropylcellulose-M and 282 g of stearic acid were granulated by the same way as in Example 5. Each 160 mg of it was filled in a capsule No. 3. The capsules were placed in a fluidized bed granulator-drier, fluidized by heating with air (intake temperature: 80° C.) for 15 minutes, the heater was turned off and allowed to cool with air of the room temperature to give capsules each containing 4 mg of azulenesulfonic acid.